Dataset: the Open Reaction Database (ORD), a public repository of structured organic reaction records. Task: describe an organic reaction: reactants, conditions, products, and yield The reactants are CN(C)C=O, [NH4+], [OH-], O=P(Cl)(Cl)Cl, Oc1nc2ccccc2c2[nH]cnc12. Product: Clc1nc2ccccc2c2[nH]cnc12. Reaction SMILES: [CH3:22][N:23]([CH3:24])[CH:25]=[O:26].[NH4+:20].[OH-:21].[P:15]([Cl:16])([Cl:17])([Cl:18])=[O:19].[nH:1]1[cH:2][n:3][c:4]2[c:5]([OH:14])[n:6][c:7]3[cH:8][cH:9][cH:10][cH:11][c:12]3[c:13]12>>[nH:1]1[cH:2][n:3][c:4]2[c:5]([Cl:17])[n:6][c:7]3[cH:8][cH:9][cH:10][cH:11][c:12]3[c:13]12. The reactants are ClC1=NC=CC(=N1)N1C(OC(CC1)(C1=CC=CC=C1)C)=O (3-(2-chloropyrimidin-4-yl)-6-methyl-6-phenyl-1,3-oxazinan-2-one), Pd(Ph3)2Cl2, FC1=CC=C(C=C1)B(O)O (4-fluorophenylboronic acid), C(=O)([O-])[O-].[K+].[K+] (K2CO3). Run in O1CCOCC1 (1,4-dioxane). The product is FC1=CC=C(C=C1)C1=NC=CC(=N1)N1C(OC(CC1)(C1=CC=CC=C1)C)=O (3-(2-(4-fluorophenyl)pyrimidin-4-yl)-6-methyl-6-phenyl-1,3-oxazinan-2-one). Yield: 25.0%. As a reaction SMILES: Cl[C:2]1[N:7]=[C:6]([N:8]2[CH2:13][CH2:12][C:11]([CH3:20])([C:14]3[CH:19]=[CH:18][CH:17]=[CH:16][CH:15]=3)[O:10][C:9]2=[O:21])[CH:5]=[CH:4][N:3]=1.[F:22][C:23]1[CH:28]=[CH:27][C:26](B(O)O)=[CH:25][CH:24]=1.C([O-])([O-])=O.[K+].[K+]>O1CCOCC1>[F:22][C:23]1[CH:28]=[CH:27][C:26]([C:2]2[N:7]=[C:6]([N:8]3[CH2:13][CH2:12][C:11]([CH3:20])([C:14]4[CH:19]=[CH:18][CH:17]=[CH:16][CH:15]=4)[O:10][C:9]3=[O:21])[CH:5]=[CH:4][N:3]=2)=[CH:25][CH:24]=1 |f:2.3.4|. Procedure details: To a solution of 3-(2-chloropyrimidin-4-yl)-6-methyl-6-phenyl-1,3-oxazinan-2-one (50 mg, 0.165 mmol) and 4-fluorophenylboronic acid (32 mg, 0.33 mmol), K2CO3 (0.5 mL, 2 M) in 1,4-dioxane (1.5 ml) at 0° C. under N2 was slowly added Pd(Ph3)2Cl2 (10 mg, 20%). The mixture was refluxed overnight. The mixture was concentrated to give the crude product, which was purified by TLC and preparative HPLC to afford 3-(2-(4-fluorophenyl)pyrimidin-4-yl)-6-methyl-6-phenyl-1,3-oxazinan-2-one (15 mg, yield 25%). ... The reactants are NC1=C2N=CN(C2=NC(=N1)Cl)CC1=CC=CC=C1 (6-Amino-9-benzyl-2-chloropurine), COCCN (2-methoxyethylamine). Solvent: C(CCC)O (butanol). The product is NC1=C2N=CN(C2=NC(=N1)NCCOC)CC1=CC=CC=C1 (6-Amino-9-benzyl-2-(2-methoxyethyl)aminopurine). Yield: 72.0%. RXN SMILES: [NH2:1][C:2]1[N:10]=[C:9](Cl)[N:8]=[C:7]2[C:3]=1[N:4]=[CH:5][N:6]2[CH2:12][C:13]1[CH:18]=[CH:17][CH:16]=[CH:15][CH:14]=1.[CH3:19][O:20][CH2:21][CH2:22][NH2:23]>C(O)CCC>[NH2:1][C:2]1[N:10]=[C:9]([NH:23][CH2:22][CH2:21][O:20][CH3:19])[N:8]=[C:7]2[C:3]=1[N:4]=[CH:5][N:6]2[CH2:12][C:13]1[CH:18]=[CH:17][CH:16]=[CH:15][CH:14]=1. Procedure details: 6-Amino-9-benzyl-2-chloropurine (10 mg, 0.385 mmol) and 2-methoxyethylamine in 2 ml of butanol were heated at 120° C. for 9 hours in autoclave. The reaction mixture was concentrated in vacuo to dryness and to the residue was added water. The mixture was extracted with chloroform and the organic layer was dried on sodium sulfate and concentrated in vacuo to dryness. The residue was purified with silica gel chromatography (3% methanol/chloroform) to give the subject compound (83 mg, yield 72%). Starting materials: C1=CC(=CC=C1CC2=CC=C(C=C2)F)F (4,4'-difluorodiphenylmethane), H2 SO4, O (water). Reagents/catalysts: O=[Mn]=O (MnO2). Yields the product FC1=CC=C(C(=O)C2=CC=C(C=C2)F)C=C1 (4,4'-difluorobenzophenone). Isolated yield 95.0%. As a reaction SMILES: [CH:1]1[C:6]([CH2:7][C:8]2[CH:13]=[CH:12][C:11]([F:14])=[CH:10][CH:9]=2)=[CH:5][CH:4]=[C:3]([F:15])[CH:2]=1.[OH2:16]>O=[Mn]=O>[F:15][C:3]1[CH:2]=[CH:1][C:6]([C:7]([C:8]2[CH:13]=[CH:12][C:11]([F:14])=[CH:10][CH:9]=2)=[O:16])=[CH:5][CH:4]=1. Procedure: The procedure of Example 1 was used except that 20 g 4,4'-difluorodiphenylmethane, 30 g water, 31 g MnO2 and 50 g H2 SO4 were used. 20 g off-white solids, after toluene removal, afforded 95% pure 4,4'-difluorobenzophenone in a 90% yield.